Dataset: the Open Reaction Database (ORD), a public repository of structured organic reaction records. Task: describe an organic reaction: reactants, conditions, products, and yield Starting materials: CN(C)C=O, [Cl-], COc1c(Cl)cc(C(=O)N2CS(=O)(=O)c3ccccc32)cc1SC, Cl, [Li+]. Product: CSc1cc(C(=O)N2CS(=O)(=O)c3ccccc32)cc(Cl)c1O. RXN SMILES: [CH3:28][N:29]([CH3:30])[CH:31]=[O:32].[Cl-:26].[Cl:1][c:2]1[cH:3][c:4]([C:5](=[O:6])[N:7]2[CH2:8][S:9](=[O:16])(=[O:17])[c:10]3[c:11]2[cH:12][cH:13][cH:14][cH:15]3)[cH:18][c:19]([S:23][CH3:24])[c:20]1[O:21][CH3:22].[ClH:27].[Li+:25]>>[Cl:1][c:2]1[cH:3][c:4]([C:5](=[O:6])[N:7]2[CH2:8][S:9](=[O:16])(=[O:17])[c:10]3[c:11]2[cH:12][cH:13][cH:14][cH:15]3)[cH:18][c:19]([S:23][CH3:24])[c:20]1[OH:21]. Yields the product OC(CCCC(CC=CC(=CC(CC)=O)C)C)(C)C (13-hydroxy-5,9,13-trimethyltetradeca-4,6-dien-3-one). RXN SMILES: O.[O:2]1CCCC1.[CH3:7][C:8]([CH:14]=[CH:15][CH2:16][CH:17]([CH3:24])[CH2:18][CH2:19][CH:20]=[C:21]([CH3:23])[CH3:22])=[CH:9][C:10](=[O:13])[CH2:11][CH3:12].[BH4-].[Na+]>[OH-].[Na+]>[OH:2][C:21]([CH3:22])([CH3:23])[CH2:20][CH2:19][CH2:18][CH:17]([CH3:24])[CH2:16][CH:15]=[CH:14][C:8]([CH3:7])=[CH:9][C:10](=[O:13])[CH2:11][CH3:12] |f:3.4,5.6|. Starting materials: [BH4-].[Na+] (sodium borohydride), mercuric acetate, CC(=CC(CC)=O)C=CCC(CCC=C(C)C)C (5,9,13-trimethyltetradeca-4,6,12-trien-3-one), O (water), O1CCCC1 (tetrahydrofuran). Reported procedure: To a mixture of 1.9 g. of mercuric acetate, 6 ml. of water and 20 ml. of tetrahydrofuran is added 1.49 g. of 5,9,13-trimethyltetradeca-4,6,12-trien-3-one slowly. After addition is complete, the reaction mixture is stirred for about 20 minutes. The mixture is cooled to about 0° and 6 ml. of aqueous sodium hydroxide (3 molar) is added followed by 0.49 g. of sodium borohydride in aqueous sodium hydroxide (about 3 molar). The mixture is stirred for about 30 minutes. The mixture is then decanted, con... Conditions: time 20 minute. Solvent: [OH-].[Na+] (sodium hydroxide), [OH-].[Na+] (sodium hydroxide). Reactants: NC1=C(C=C(C=C1)C(F)(F)F)C(=O)C1=CC=CC=C1 ((2-amino-5-trifluoromethyl-phenyl)-phenyl-methanone), C1(CCCCC1)C(CC#N)=O (3-Cyclohexyl-3-oxo-propionitrile). Product: C1(CCCCC1)C1=NC2=CC=C(C=C2C(=C1C#N)C1=CC=CC=C1)C(F)(F)F (2-Cyclohexyl-4-phenyl-6-trifluoromethyl-quinoline-3-carbonitrile). RXN SMILES: [NH2:1][C:2]1[CH:7]=[CH:6][C:5]([C:8]([F:11])([F:10])[F:9])=[CH:4][C:3]=1[C:12]([C:14]1[CH:19]=[CH:18][CH:17]=[CH:16][CH:15]=1)=O.[CH:20]1([C:26](=O)[CH2:27][C:28]#[N:29])[CH2:25][CH2:24][CH2:23][CH2:22][CH2:21]1>>[CH:20]1([C:26]2[C:27]([C:28]#[N:29])=[C:12]([C:14]3[CH:19]=[CH:18][CH:17]=[CH:16][CH:15]=3)[C:3]3[C:2](=[CH:7][CH:6]=[C:5]([C:8]([F:11])([F:10])[F:9])[CH:4]=3)[N:1]=2)[CH2:25][CH2:24][CH2:23][CH2:22][CH2:21]1. Procedure details: The title compound was prepared in analogy to example 101 step B from (2-amino-5-trifluoromethyl-phenyl)-phenyl-methanone and 3-cyclohexyl-3-oxo-propionitrile (prepared as described in example 110 step A). Off-white solid. MS (ESI): 381.4 (M+H)+. Starting materials: NC=1C=CC(=C(C(=O)OC)C1)F (methyl 5-amino-2-fluorobenzoate), C1(=CC=CC=C1)C#CC1=CC=C(C=O)C=C1 (4-(phenylethynyl)benzaldehyde). The product is FC1=C(C(=O)OC)C=C(C=C1)NCC1=CC=C(C=C1)C#CC1=CC=CC=C1 (methyl 2-fluoro-5-{[4-(phenylethynyl)benzyl]amino}benzoate), powder. The yield is 68.0%. Reaction SMILES: [NH2:1][C:2]1[CH:3]=[CH:4][C:5]([F:12])=[C:6]([CH:11]=1)[C:7]([O:9][CH3:10])=[O:8].[C:13]1([C:19]#[C:20][C:21]2[CH:28]=[CH:27][C:24]([CH:25]=O)=[CH:23][CH:22]=2)[CH:18]=[CH:17][CH:16]=[CH:15][CH:14]=1>>[F:12][C:5]1[CH:4]=[CH:3][C:2]([NH:1][CH2:25][C:24]2[CH:27]=[CH:28][C:21]([C:20]#[C:19][C:13]3[CH:18]=[CH:17][CH:16]=[CH:15][CH:14]=3)=[CH:22][CH:23]=2)=[CH:11][C:6]=1[C:7]([O:9][CH3:10])=[O:8]. Reported procedure: The title compound was prepared following the procedure described in Example 23 step a) using methyl 5-amino-2-fluorobenzoate (500 mg, 2.96 mmol) and 4-(phenylethynyl)benzaldehyde (Fluorochem, 640 mg, 3.10 mmol). The title compound was obtained as a white powder (717 mg, 68%). HPLC, Rt: 4.78 min (purity: 97.4%). LC/MS, M−(ESI): 358.1. 1H NMR (CDCl3) δ: 7.52-7.48 (m, 4H), 7.32 (m, 5H), 7.15 (dd, J=5.3, 3.1 Hz, 1H), 6.94 (dd, J=10.5, 9.2 Hz, 1H), 6.72 (m, 1H), 4.33 (s, 2H), 3.89 (s, 3H). Reactants: CCOC(=O)c1ccc(NC(=O)C(c2c3c(nn2-c2ccc(Cl)cc2)CCCC3)C2CCCCC2)c(F)c1, C1CCOC1, CO, [Li+], [OH-]. Yields the product O=C(O)c1ccc(NC(=O)C(c2c3c(nn2-c2ccc(Cl)cc2)CCCC3)C2CCCCC2)c(F)c1. As a reaction SMILES: [CH2:1]([CH3:2])[O:3][C:4]([c:5]1[cH:6][c:7]([F:37])[c:8]([NH:11][C:12]([CH:13]([CH:14]2[CH2:15][CH2:16][CH2:17][CH2:18][CH2:19]2)[c:20]2[n:21](-[c:29]3[cH:30][cH:31][c:32]([Cl:35])[cH:33][cH:34]3)[n:22][c:23]3[c:28]2[CH2:27][CH2:26][CH2:25][CH2:24]3)=[O:36])[cH:9][cH:10]1)=[O:38].[CH2:41]1[O:42][CH2:43][CH2:44][CH2:45]1.[CH3:46][OH:47].[Li+:39].[OH-:40]>>[O:3]=[C:4]([c:5]1[cH:6][c:7]([F:37])[c:8]([NH:11][C:12]([CH:13]([CH:14]2[CH2:15][CH2:16][CH2:17][CH2:18][CH2:19]2)[c:20]2[n:21](-[c:29]3[cH:30][cH:31][c:32]([Cl:35])[cH:33][cH:34]3)[n:22][c:23]3[c:28]2[CH2:27][CH2:26][CH2:25][CH2:24]3)=[O:36])[cH:9][cH:10]1)[OH:38]. RXN SMILES: [CH2:27]([CH3:28])[O:29][C:30](=[O:31])[c:32]1[cH:33][cH:34][c:35](-[c:38]2[cH:39][cH:40][c:41]([CH2:44][S:45][CH2:46][CH2:47][O:48][c:49]3[cH:50][cH:51][cH:52][cH:53][cH:54]3)[cH:42][cH:43]2)[cH:36][cH:37]1.[CH2:57]1[O:58][CH2:59][CH2:60][CH2:61]1.[Li+:55].[O:1]([CH2:2][CH2:3][S:4][CH2:5][c:6]1[cH:7][cH:8][c:9](-[c:10]2[cH:11][cH:12][cH:13][c:14]([C:15]([OH:16])=[O:17])[cH:18]2)[cH:19][cH:20]1)[c:21]1[cH:22][cH:23][cH:24][cH:25][cH:26]1.[OH-:56]>>[O:29]=[C:30]([OH:31])[c:32]1[cH:33][cH:34][c:35](-[c:38]2[cH:39][cH:40][c:41]([CH2:44][S:45][CH2:46][CH2:47][O:48][c:49]3[cH:50][cH:51][cH:52][cH:53][cH:54]3)[cH:42][cH:43]2)[cH:36][cH:37]1. The reactants are CCOC(=O)c1ccc(-c2ccc(CSCCOc3ccccc3)cc2)cc1, C1CCOC1, [Li+], O=C(O)c1cccc(-c2ccc(CSCCOc3ccccc3)cc2)c1, [OH-]. Product: O=C(O)c1ccc(-c2ccc(CSCCOc3ccccc3)cc2)cc1. The reactants are C(COCC1CC1)=C1CC2CCC(C1)N2, O=C1CCc2cc(F)c(F)cc2N1CCCCl, [I-], [K+], [K+], [Na+], O=C([O-])[O-], O. The product is O=C1CCc2cc(F)c(F)cc2N1CCCN1C2CCC1CC(=CCOCC1CC1)C2. As a reaction SMILES: [CH:18]1([CH2:21][O:22][CH2:23][CH:24]=[C:25]2[CH2:26][CH:27]3[CH2:28][CH2:29][CH:30]([CH2:31]2)[NH:32]3)[CH2:19][CH2:20]1.[Cl:1][CH2:2][CH2:3][CH2:4][N:5]1[C:6](=[O:17])[CH2:7][CH2:8][c:9]2[cH:10][c:11]([F:16])[c:12]([F:15])[cH:13][c:14]21.[I-:33].[K+:35].[K+:36].[Na+:34].[O-:37][C:38]([O-:39])=[O:40].[OH2:41]>>[CH2:2]([CH2:3][CH2:4][N:5]1[C:6](=[O:17])[CH2:7][CH2:8][c:9]2[cH:10][c:11]([F:16])[c:12]([F:15])[cH:13][c:14]21)[N:32]1[CH:27]2[CH2:26][C:25](=[CH:24][CH2:23][O:22][CH2:21][CH:18]3[CH2:19][CH2:20]3)[CH2:31][CH:30]1[CH2:29][CH2:28]2. Reactants: [BH3-]C#N, C=O, CNc1cccc(CNC(=O)OC(C)(C)C)c1, CC(C)(C)OC(=O)NCc1cccc(N)c1, [Na+]. The product is CNc1cccc(CN)c1. Reaction SMILES: [C:36]([BH3-:37])#[N:38].[CH2:34]=[O:35].[CH3:17][NH:18][c:19]1[cH:20][c:21]([CH2:22][NH:23][C:24](=[O:25])[O:26][C:27]([CH3:28])([CH3:29])[CH3:30])[cH:31][cH:32][cH:33]1.[NH2:1][c:2]1[cH:3][c:4]([CH2:8][NH:9][C:10](=[O:11])[O:12][C:13]([CH3:14])([CH3:15])[CH3:16])[cH:5][cH:6][cH:7]1.[Na+:39]>>[CH3:17][NH:18][c:19]1[cH:20][c:21]([CH2:22][NH2:23])[cH:31][cH:32][cH:33]1. Product: C(C)OC(COC1=C(C=C(C(=C1)C(C)(C)C)SC=1C(OC(CC1O)(CCC1=CC=C(C=C1)O)CCC1=CC=C(C=C1)O)=O)C)=O ((5-tert-Butyl-4-{4-hydroxy-6,6-bis-[2-(4-hydroxy-phenyl)-ethyl]-2-oxo-5,6-dihydro-2H-pyran-3-ylsulfanyl}-2-methyl-phenoxy)-acetic acid ethyl ester). As a reaction SMILES: [OH:1][C:2]1[CH2:7][C:6]([CH2:17][CH2:18][C:19]2[CH:24]=[CH:23][C:22]([OH:25])=[CH:21][CH:20]=2)([CH2:8][CH2:9][C:10]2[CH:15]=[CH:14][C:13]([OH:16])=[CH:12][CH:11]=2)[O:5][C:4](=[O:26])[CH:3]=1.[C:27]([C:31]1[C:32]([S:43]S(C2C=CC(C)=CC=2)(=O)=O)=[CH:33][C:34]([CH3:42])=[C:35]([CH:41]=1)[O:36][CH2:37][C:38]([OH:40])=[O:39])([CH3:30])([CH3:29])[CH3:28].C([O-])([O-])=O.[K+].[K+].CN(C=O)C.[CH3:65][CH2:66]O>>[CH2:65]([O:40][C:38](=[O:39])[CH2:37][O:36][C:35]1[CH:41]=[C:31]([C:27]([CH3:28])([CH3:29])[CH3:30])[C:32]([S:43][C:3]2[C:4](=[O:26])[O:5][C:6]([CH2:17][CH2:18][C:19]3[CH:20]=[CH:21][C:22]([OH:25])=[CH:23][CH:24]=3)([CH2:8][CH2:9][C:10]3[CH:11]=[CH:12][C:13]([OH:16])=[CH:14][CH:15]=3)[CH2:7][C:2]=2[OH:1])=[CH:33][C:34]=1[CH3:42])[CH3:66] |f:2.3.4|. The reactants are OC1=CC(OC(C1)(CCC1=CC=C(C=C1)O)CCC1=CC=C(C=C1)O)=O (4-hydroxy-6,6-bis-[2-(4-hydroxy-phenyl)-ethyl]-5,6-dihydro-pyran-2-one), CN(C)C=O (DMF), ester, C(C)(C)(C)C=1C(=CC(=C(OCC(=O)O)C1)C)SS(=O)(=O)C1=CC=C(C=C1)C ([5-tert-butyl-2-methyl-4-(toluene-4-sulfonylsulfanyl)-phenoxy]-acetic acid), C(=O)([O-])[O-].[K+].[K+] (K2CO3), CCO (EtOH). Reported procedure: The title compound was synthesized via General Method 9 using 209 mg (0.6 mmol) of 4-hydroxy-6,6-bis-[2-(4-hydroxy-phenyl)-ethyl]-5,6-dihydro-pyran-2-one (prepared in Example PP), 250 mg (0.6 mmol) of [5-tert-butyl-2-methyl-4-(toluene-4-sulfonylsulfanyl)-phenoxy]-acetic acid (prepared in Example NNNN), 327 mg (2.4 mmol) of K2CO3, and DMF (2 mL). The reaction was conducted in EtOH to effect ester exchange. The reaction was worked up as described. The residue was chromatographed on silica gel elut... Reactants: [BH3-]C#N, CCOC(=O)N1CCC(=O)C(CC)C1, CO, CN, Cl, [K+], [Na+], [OH-]. Yields the product CCOC(=O)N1CCC(NC)C(CC)C1. Reaction SMILES: [C:20](#[N:21])[BH3-:22].[C:4](=[O:5])([O:6][CH2:7][CH3:8])[N:9]1[CH2:10][CH:11]([CH2:16][CH3:17])[C:12](=[O:15])[CH2:13][CH2:14]1.[CH3:24][OH:25].[CH3:2][NH2:3].[ClH:1].[K+:19].[Na+:23].[OH-:18]>>[C:4](=[O:5])([O:6][CH2:7][CH3:8])[N:9]1[CH2:10][CH:11]([CH2:16][CH3:17])[CH:12]([NH:21][CH3:20])[CH2:13][CH2:14]1.